Dataset: the Open Reaction Database (ORD), a public repository of structured organic reaction records. Task: describe an organic reaction: reactants, conditions, products, and yield The reactants are Nc1c[nH]c2ncc(Br)c(F)c12, CC(C)(C)C(=O)Cl, c1ccncc1. Product: CC(C)(C)C(=O)Nc1c[nH]c2ncc(Br)c(F)c12. RXN SMILES: [Br:8][c:9]1[c:10]([F:19])[c:11]2[c:12]([n:13][cH:14]1)[nH:15][cH:16][c:17]2[NH2:18].[C:1]([C:2]([CH3:3])([CH3:4])[CH3:5])(=[O:6])[Cl:7].[cH:20]1[cH:21][cH:22][n:23][cH:24][cH:25]1>>[C:1]([C:2]([CH3:3])([CH3:4])[CH3:5])(=[O:6])[NH:18][c:17]1[c:11]2[c:10]([F:19])[c:9]([Br:8])[cH:14][n:13][c:12]2[nH:15][cH:16]1. Starting materials: ClC(Cl)(OC(OC(Cl)(Cl)Cl)=O)Cl (Triphosgene), C1OCC2=C1C=CC(=C2)OC2=CC=C(C=C2)NC([C@H](N)C)=O (N1-[4-(1,3-dihydro-2-benzofuran-5-yloxy)phenyl]-D-alaninamide), C1OCC2=C1C=CC(=C2)OC2=CC=C(C=C2)NC([C@H](N)C)=O (N1-[4-(1,3-dihydro-2-benzofuran-5-yloxy)phenyl]-D-alaninamide), TEA, C(=O)(O)[O-].[Na+] (NaHCO3). The solvent is ClCCl (dichloromethane), ClCCl (dichloromethane). Conditions: temperature 0 celsius, time 15 minute. Product: C1OCC2=C1C=CC(=C2)OC2=CC=C(C=C2)N2C(N[C@@H](C2=O)C)=O ((5R)-3-[4-(1,3-dihydro-2-benzofuran-5-yloxy)phenyl]-5-methyl-2,4-imidazolidinedione). Isolated yield 36.7%. As a reaction SMILES: [CH2:1]1[C:5]2[CH:6]=[CH:7][C:8]([O:10][C:11]3[CH:16]=[CH:15][C:14]([NH:17][C:18](=[O:22])[C@@H:19]([CH3:21])[NH2:20])=[CH:13][CH:12]=3)=[CH:9][C:4]=2[CH2:3][O:2]1.Cl[C:24](Cl)([O:26]C(=O)OC(Cl)(Cl)Cl)Cl.C([O-])(O)=O.[Na+]>ClCCl>[CH2:1]1[C:5]2[CH:6]=[CH:7][C:8]([O:10][C:11]3[CH:12]=[CH:13][C:14]([N:17]4[C:18](=[O:22])[C@@H:19]([CH3:21])[NH:20][C:24]4=[O:26])=[CH:15][CH:16]=3)=[CH:9][C:4]=2[CH2:3][O:2]1 |f:2.3|. Reported procedure: A solution of N1-[4-(1,3-dihydro-2-benzofuran-5-yloxy)phenyl]-D-alaninamide (Intermediate 77, 100 mg, 0.335 mmol) and TEA (0.234 ml, 1.676 mmol) in dichloromethane (10 ml) was stirred under argon at 0° C. Triphosgene (49.7 mg, 0.168 mmol) in dichloromethane (4 ml) was added and the mixture was left stirring at 0° C. for 15 minutes. After 30 min an aqueous saturated solution of NaHCO3 was added. The phases were separated and the aqueous phase was extracted 3 times with dichloromethane. The gather...